From a dataset of the Open Reaction Database (ORD), a public repository of structured organic reaction records. describe an organic reaction: reactants, conditions, products, and yield Starting materials: CCO, CC(=O)c1ccc([N+](=O)[O-])cc1, [Na+], [OH-], O, O, O=Cc1ccncc1. The product is O=C(C=Cc1ccncc1)c1ccc([N+](=O)[O-])cc1. RXN SMILES: [CH3:25][CH2:26][OH:27].[N+:1](=[O:2])([O-:3])[c:4]1[cH:5][cH:6][c:7]([C:10]([CH3:11])=[O:12])[cH:8][cH:9]1.[Na+:22].[OH-:21].[OH2:23].[OH2:24].[n:13]1[cH:14][cH:15][c:16]([CH:19]=[O:20])[cH:17][cH:18]1>>[N+:1](=[O:2])([O-:3])[c:4]1[cH:5][cH:6][c:7]([C:10]([CH:11]=[CH:19][c:16]2[cH:15][cH:14][n:13][cH:18][cH:17]2)=[O:12])[cH:8][cH:9]1. Conditions: temperature -50 celsius. Procedure details: 1-cyclopropylethynyl-2-trifluoromethylsulfanylbenzene (0.67 g, 2.77 mmol) prepared in Example 1 and anhydrous methylene chloride (5 ml) were charged into a 25-ml round-bottomed flask equipped with a stirrer, and cooled to −50° C. with stirring. To this mixture, trifluoromethanesulfonic acid (0.5 ml, 5.54 mmol) was added dropwise, and the solution was heated, and stirred at room temperature overnight. After completion of the reaction, a solvent was removed, ether (10 ml) was added to form a depos... Starting materials: CCOCC (ether), C1(CC1)C#CC1=C(C=CC=C1)SC(F)(F)F (1-cyclopropylethynyl-2-trifluoromethylsulfanylbenzene), C(Cl)Cl (methylene chloride), FC(S(=O)(=O)O)(F)F (trifluoromethanesulfonic acid). Isolated yield 80.1%. Run in C(C)#N (acetonitrile). Yields the product [O-]S(=O)(=O)C(F)(F)F.C1(CC1)C1=CC2=C([S+]1C(F)(F)F)C=CC=C2 (2-cyclopropyl-1-trifluoromethylbenzo[b]thiophenium triflate). As a reaction SMILES: [CH:1]1([C:4]#[C:5][C:6]2[CH:11]=[CH:10][CH:9]=[CH:8][C:7]=2[S:12][C:13]([F:16])([F:15])[F:14])[CH2:3][CH2:2]1.C(Cl)Cl.[F:20][C:21]([F:27])([F:26])[S:22]([OH:25])(=[O:24])=[O:23].CCOCC>C(#N)C>[O-:25][S:22]([C:21]([F:27])([F:26])[F:20])(=[O:24])=[O:23].[CH:1]1([C:4]2[S+:12]([C:13]([F:16])([F:14])[F:15])[C:7]3[CH:8]=[CH:9][CH:10]=[CH:11][C:6]=3[CH:5]=2)[CH2:3][CH2:2]1 |f:5.6|. Reactants: FC1=C(C(=O)N)C(=CC=C1)F (2,6-difluorobenzamide), O.C(C=O)(=O)O (glyoxylic acid monohydrate). The solvent is CC(=O)C (acetone). The product is FC1=C(C(=O)NC(C(=O)O)O)C(=CC=C1)F ([(2,6-difluorobenzoyl)amino]hydroxyacetic acid). The yield is 52.5%. RXN SMILES: [F:1][C:2]1[CH:10]=[CH:9][CH:8]=[C:7]([F:11])[C:3]=1[C:4]([NH2:6])=[O:5].O.[C:13]([OH:17])(=[O:16])[CH:14]=[O:15]>CC(C)=O>[F:1][C:2]1[CH:10]=[CH:9][CH:8]=[C:7]([F:11])[C:3]=1[C:4]([NH:6][CH:14]([OH:15])[C:13]([OH:17])=[O:16])=[O:5] |f:1.2|. Procedure: A mixture of 50 g (0.318 mol) of 2,6-difluorobenzamide, 32 g (0.349 mol) of glyoxylic acid monohydrate and 200 mL of acetone was refluxed for 5 h. The reaction was cooled and solvents evaporated to give a white solid. It was triturated with cold acetone to afford 38.56 g of a white solid: mp 125°-127° C. 1H-NMR (DMSO-d6)δ9.55 (d, 1H), 7.50 (m, 1H), 7.15 (t,2H), 5.45 (d,1H) The reactants are OC=1C=C2C(=CNC2=CC1)C=1CCNCC1 (4-(5-hydroxyindol-3-yl)-1,2,3,6-tetrahydropyridine). Reagents/catalysts: [Pd] (Palladium on carbon). Run in O1CCCC1 (Tetrahydrofuran). Run at time 15 hour. Yields the product OC=1C=C2C(=CNC2=CC1)C1CCNCC1 (4-(5-hydroxyindol-3-yl)piperidine). Yield: 95.0%. RXN SMILES: [OH:1][C:2]1[CH:3]=[C:4]2[C:8](=[CH:9][CH:10]=1)[NH:7][CH:6]=[C:5]2[C:11]1[CH2:12][CH2:13][NH:14][CH2:15][CH:16]=1>[Pd].O1CCCC1>[OH:1][C:2]1[CH:3]=[C:4]2[C:8](=[CH:9][CH:10]=1)[NH:7][CH:6]=[C:5]2[CH:11]1[CH2:12][CH2:13][NH:14][CH2:15][CH2:16]1. Procedure: Tetrahydrofuran (96 ml) was added to an argon degassed flask containing 4-(5-hydroxyindol-3-yl)-1,2,3,6-tetrahydropyridine (2.67 g, 7.64 mmol), [prepared as described in Step 1, above] and 10% Palladium on carbon (2.67 g). The reaction mixture was hydrogenated for 15 h at 60 psi on a parr apparatus. The reaction mixture was degassed, filtered through Celite and concentrated in vacuo to give 4-(5-hydroxyindol-3-yl)piperidine as a white solid (95%). This material was converted to 1-[4-(5-hydroxyin... Run at time 16 hour. Reagents/catalysts: [C].[Pd] (Palladium-carbon). Reported procedure: 10% Palladium-carbon (200 mg) was added to a methanol solution (68 ml) of 3-nitro-5,6,7,8-tetrahydroquinoline (2.41 g], 13.5 mmol) obtained in 2), which was stirred under hydrogen atmosphere for 16 hours. After a catalyst was filtered off, the solvent was distilled out under reduced pressure. The resulting residue was dissolved in pyridine (35 ml). Anhydrous ethyl acetate (1.91 ml, 20.3 mmol) was added to the solution, which was stirred at room temperature for 1 hour. After completion of the rea... The product is N1=CC(=CC=2CCCCC12)NC(C)=O (N-(5,6,7,8-Tetrahydro-3-quinolinyl)acetamide). The reactants are [N+](=O)([O-])C=1C=NC=2CCCCC2C1 (3-nitro-5,6,7,8-tetrahydroquinoline), C(C)(=O)OCC (ethyl acetate). As a reaction SMILES: [N+:1]([C:4]1[CH:5]=[N:6][C:7]2[CH2:8][CH2:9][CH2:10][CH2:11][C:12]=2[CH:13]=1)([O-])=O.[C:14](OCC)(=[O:16])[CH3:15]>[C].[Pd].CO>[N:6]1[C:7]2[CH2:8][CH2:9][CH2:10][CH2:11][C:12]=2[CH:13]=[C:4]([NH:1][C:14](=[O:16])[CH3:15])[CH:5]=1 |f:2.3|. Run in CO (methanol). Reactants: ClC=1C=C(C=CC1Cl)[N+](=O)[O-] (3,4-Dichloronitrobenzene), N1CCNCC1 (piperazine), O1CCOCC1 (dioxan). Solvent: O (water). Yields the product ClC1=C(C=CC(=C1)[N+](=O)[O-])N1CCNCC1 (1-(2-Chloro-4-nitrophenyl)piperazine). RXN SMILES: [Cl:1][C:2]1[CH:3]=[C:4]([N+:9]([O-:11])=[O:10])[CH:5]=[CH:6][C:7]=1Cl.[NH:12]1[CH2:17][CH2:16][NH:15][CH2:14][CH2:13]1.O1CCOCC1>O>[Cl:1][C:2]1[CH:3]=[C:4]([N+:9]([O-:11])=[O:10])[CH:5]=[CH:6][C:7]=1[N:12]1[CH2:17][CH2:16][NH:15][CH2:14][CH2:13]1. Procedure details: 3,4-Dichloronitrobenzene (10 g), piperazine (30 g) and dioxan (10 ml) were stirred for 4 hours under gentle reflux (internal temp. 120°-130°). The mixture was then cooled and water (50 ml) was added; the desired product crystallized out and was filtered off, washed with water and dried: yield of the compound 11.32 g. A small portion (0.6 g) was recrystallized from petroleum b.p. 60°-80°/ethyl acetate, yielding the product, (0.36 g), m.p. 100°-102°. The reactants are COC1=C(N(C(C)=O)C)C(=CC(=C1)C(CS(=O)(=O)C)=O)OC (2',6'-dimethoxy-N-methyl-4'-[(methylsulfonyl)acetyl]-acetanilide), [BH4-].[Na+] (sodium borohydride). Run in C(C)O (ethanol). Yields the product OC(CS(=O)(=O)C)C1=CC(=C(N(C(C)=O)C)C(=C1)OC)OC (4'-[1-hydroxy-2-(methylsulfonyl)-ethyl]-2',6'-dimethoxy-N-methylacetanilide). Reaction SMILES: [CH3:1][O:2][C:3]1[CH:13]=[C:12]([C:14](=[O:20])[CH2:15][S:16]([CH3:19])(=[O:18])=[O:17])[CH:11]=[C:10]([O:21][CH3:22])[C:4]=1[N:5]([CH3:9])[C:6](=[O:8])[CH3:7].[BH4-].[Na+]>C(O)C>[OH:20][CH:14]([C:12]1[CH:13]=[C:3]([O:2][CH3:1])[C:4]([N:5]([CH3:9])[C:6](=[O:8])[CH3:7])=[C:10]([O:21][CH3:22])[CH:11]=1)[CH2:15][S:16]([CH3:19])(=[O:17])=[O:18] |f:1.2|. Procedure: A suspension of 20.9 g. of 2',6'-dimethoxy-N-methyl-4'-[(methylsulfonyl)acetyl]-acetanilide and 9.5 g. of sodium borohydride in 300 ml. of ethanol was stirred at room temperature for 20 hours. The solution was diluted with 300 ml. of water and the alcohol removed under vacuum. The resulting suspension was extracted with two 1 liter portions of ethyl acetate. The ethyl acetate extracts were washed with two 200 ml. portions of water, combined, dried over magnesium sulfate and evaporated under vacu... Yields the product N1(CCCCCC1)C(=O)C1=C(SC(=C1)C1=CC=CC=C1)C#N (3-(Azepane-1-carbonyl)-5-phenyl-thiophene-2-carbonitrile). Starting materials: N1(CCCCCC1)C(=O)C1=C(SC(=C1)C1=CC=CC=C1)Br (Azepan-1-yl-(2-bromo-5-phenyl-thiophen-3-yl)-methanone), CN(C)C=O (DMF). The reagents and catalysts are [C-]#N.[Zn+2].[C-]#N (Zinc cyanide), [Pd].C1(=CC=CC=C1)P(C1=CC=CC=C1)C1=CC=CC=C1.C1(=CC=CC=C1)P(C1=CC=CC=C1)C1=CC=CC=C1.C1(=CC=CC=C1)P(C1=CC=CC=C1)C1=CC=CC=C1.C1(=CC=CC=C1)P(C1=CC=CC=C1)C1=CC=CC=C1 (tetrakis(triphenylphosphine) palladium (0)). Conditions: temperature 100 celsius. As a reaction SMILES: [N:1]1([C:8]([C:10]2[CH:14]=[C:13]([C:15]3[CH:20]=[CH:19][CH:18]=[CH:17][CH:16]=3)[S:12][C:11]=2Br)=[O:9])[CH2:7][CH2:6][CH2:5][CH2:4][CH2:3][CH2:2]1.[CH3:22][N:23](C=O)C>[C-]#N.[Zn+2].[C-]#N.[Pd].C1(P(C2C=CC=CC=2)C2C=CC=CC=2)C=CC=CC=1.C1(P(C2C=CC=CC=2)C2C=CC=CC=2)C=CC=CC=1.C1(P(C2C=CC=CC=2)C2C=CC=CC=2)C=CC=CC=1.C1(P(C2C=CC=CC=2)C2C=CC=CC=2)C=CC=CC=1>[N:1]1([C:8]([C:10]2[CH:14]=[C:13]([C:15]3[CH:20]=[CH:19][CH:18]=[CH:17][CH:16]=3)[S:12][C:11]=2[C:22]#[N:23])=[O:9])[CH2:7][CH2:6][CH2:5][CH2:4][CH2:3][CH2:2]1 |f:2.3.4,5.6.7.8.9|. Procedure: Azepan-1-yl-(2-bromo-5-phenyl-thiophen-3-yl)-methanone (109 mg, 0.30 mmol) was dissolved in DMF (2 mL). Zinc cyanide (0.30 mmol) and tetrakis(triphenylphosphine) palladium (0) (0.15 mmol) were added and the reaction heated at 100° C. for 5 hours. The reaction mixture was cooled to ambient temperature, quenched with a 1:1 mixture of 5% aqueous sodium thiosulfate and 10% aqueous potassium carbonate. The resulting mixture was extracted with ethyl acetate, and the organic solvent separated and then ... The reactants are ClCCl, CCN=C=NCCCN(C)C, CN(c1ccccc1)c1cnn(C(CC2CCCC2)C(=O)O)c(=O)c1, CC(C)(O)Cn1ccc(N)n1, On1nnc2ccccc21. The product is CN(c1ccccc1)c1cnn(C(CC2CCCC2)C(=O)Nc2ccn(CC(C)(C)O)n2)c(=O)c1. As a reaction SMILES: [CH2:58]([Cl:59])[Cl:60].[CH3:26][N:27]([CH3:28])[CH2:29][CH2:30][CH2:31][N:32]=[C:33]=[N:34][CH2:35][CH3:36].[CH:1]1([CH2:6][CH:7]([C:8](=[O:9])[OH:10])[n:11]2[n:12][cH:13][c:14]([N:18]([c:19]3[cH:20][cH:21][cH:22][cH:23][cH:24]3)[CH3:25])[cH:15][c:16]2=[O:17])[CH2:2][CH2:3][CH2:4][CH2:5]1.[NH2:47][c:48]1[n:49][n:50]([CH2:53][C:54]([CH3:55])([OH:56])[CH3:57])[cH:51][cH:52]1.[OH:37][n:38]1[c:39]2[cH:40][cH:41][cH:42][cH:43][c:44]2[n:45][n:46]1>>[CH:1]1([CH2:6][CH:7]([C:8](=[O:9])[NH:47][c:48]2[n:49][n:50]([CH2:53][C:54]([CH3:55])([OH:56])[CH3:57])[cH:51][cH:52]2)[n:11]2[n:12][cH:13][c:14]([N:18]([c:19]3[cH:20][cH:21][cH:22][cH:23][cH:24]3)[CH3:25])[cH:15][c:16]2=[O:17])[CH2:2][CH2:3][CH2:4][CH2:5]1. Starting materials: [N+](=O)([O-])C=1C=C(C=CC1OCCC1=CC=CC=C1)NC(N(C)C)=O (3-[3-nitro-4-(phenethyloxy)phenyl]-1,1-dimethylurea), [H][H] (hydrogen). Reagents/catalysts: [O-]S(=O)(=O)[O-].[Ba+2] (BaSO4), [Pd] (palladium). Run in C(C)O (ethyl alcohol). The product is NC=1C=C(C=CC1OCCC1=CC=CC=C1)NC(N(C)C)=O (3-[3-amino-4-(phenethyloxy)phenyl]-1,1-dimethylurea). As a reaction SMILES: [N+:1]([C:4]1[CH:5]=[C:6]([NH:19][C:20](=[O:24])[N:21]([CH3:23])[CH3:22])[CH:7]=[CH:8][C:9]=1[O:10][CH2:11][CH2:12][C:13]1[CH:18]=[CH:17][CH:16]=[CH:15][CH:14]=1)([O-])=O.[H][H]>[O-]S([O-])(=O)=O.[Ba+2].C(O)C.[Pd]>[NH2:1][C:4]1[CH:5]=[C:6]([NH:19][C:20](=[O:24])[N:21]([CH3:23])[CH3:22])[CH:7]=[CH:8][C:9]=1[O:10][CH2:11][CH2:12][C:13]1[CH:18]=[CH:17][CH:16]=[CH:15][CH:14]=1 |f:2.3|. Procedure: A mixture of 3-[3-nitro-4-(phenethyloxy)phenyl]-1,1-dimethylurea (5.8 g; 0.0175 mol), 5% palladium in BaSO4 catalyst (6.0 g) and 95% ethyl alcohol (100 ml) is shaken in a hydrogen atmosphere at 2.8 kg/cm2 pressure (40 psig) for 18 hours. The mixture is then filtered and the ethanol removed under vacuum. The residue is washed with toluene to afford the title compound, m.p. 125°-126° C.